From a dataset of the Open Reaction Database (ORD), a public repository of structured organic reaction records. describe an organic reaction: reactants, conditions, products, and yield Product: C(CC(O)(C(=O)[O-])CC(=O)[O-])(=O)[O-].[Zn+2].C(CC(O)(C(=O)[O-])CC(=O)[O-])(=O)[O-].[Zn+2].[Zn+2] (zinc citrate). Starting materials: C(CC(O)(C(=O)[O-])CC(=O)[O-])(=O)[O-].C[NH+]1CCCCC1.C[NH+]1CCCCC1.C[NH+]1CCCCC1 (N-methylpiperidinium citrate), [O-2].[Zn+2] (zinc oxide). Reaction SMILES: [C:1]([O-:13])(=[O:12])[CH2:2][C:3]([CH2:8][C:9]([O-:11])=[O:10])([C:5]([O-:7])=[O:6])[OH:4].C[NH+]1CCCCC1.C[NH+]1CCCCC1.C[NH+]1CCCCC1.[O-2].[Zn+2:36]>>[C:1]([O-:13])(=[O:12])[CH2:2][C:3]([CH2:8][C:9]([O-:11])=[O:10])([C:5]([O-:7])=[O:6])[OH:4].[Zn+2:36].[C:1]([O-:13])(=[O:12])[CH2:2][C:3]([CH2:8][C:9]([O-:11])=[O:10])([C:5]([O-:7])=[O:6])[OH:4].[Zn+2:36].[Zn+2:36] |f:0.1.2.3,4.5,6.7.8.9.10|. Reported procedure: A similar study was initiated as in Example 1 to evaluate the ability of ZnO to adjust the pH of an aqueous solution of N-methylpiperidinium citrate. The addition of zinc oxide yielded slightly different results in that the reaction did not produce zinc citrate as a precipitate.